This data is from the Open Reaction Database (ORD), a public repository of structured organic reaction records. The task is: describe an organic reaction: reactants, conditions, products, and yield The product is FC=1C=C(C=C(C1NS(=O)(=O)C)F)C(C)NC(=O)C=1N=C(OC1)OC1=CC(=CC=C1)OC(C)C (2-(3-Isopropoxy-phenoxy)-oxazole-4-carboxylic acid [1-(3,5-difluoro-4-methanesulfonylamino-phenyl)-ethyl]-amide). Reported procedure: 3-Isopropoxyphenol (80 mg, 0.53 mmol) and 2-chloro-oxazole-4-carboxylic acid [1-(3,5-difluoro-4-methanesulfonylamino-phenyl)-ethyl]-amide (35 mg, 0.09 mmol) was reacted using K2CO3 (60 mg, 0.43 mmol) as described above to give the title compound (28 mg, 61%) after purification by flash chromatography on silica gel (hexane: EtOAc=1:1). The reactants are C(C)(C)OC=1C=C(C=CC1)O (3-Isopropoxyphenol), FC=1C=C(C=C(C1NS(=O)(=O)C)F)C(C)NC(=O)C=1N=C(OC1)Cl (2-chloro-oxazole-4-carboxylic acid [1-(3,5-difluoro-4-methanesulfonylamino-phenyl)-ethyl]-amide), C(=O)([O-])[O-].[K+].[K+] (K2CO3). Isolated yield 62.8%. RXN SMILES: [CH:1]([O:4][C:5]1[CH:6]=[C:7]([OH:11])[CH:8]=[CH:9][CH:10]=1)([CH3:3])[CH3:2].[F:12][C:13]1[CH:14]=[C:15]([CH:25]([NH:27][C:28]([C:30]2[N:31]=[C:32](Cl)[O:33][CH:34]=2)=[O:29])[CH3:26])[CH:16]=[C:17]([F:24])[C:18]=1[NH:19][S:20]([CH3:23])(=[O:22])=[O:21].C([O-])([O-])=O.[K+].[K+]>>[F:24][C:17]1[CH:16]=[C:15]([CH:25]([NH:27][C:28]([C:30]2[N:31]=[C:32]([O:11][C:7]3[CH:8]=[CH:9][CH:10]=[C:5]([O:4][CH:1]([CH3:3])[CH3:2])[CH:6]=3)[O:33][CH:34]=2)=[O:29])[CH3:26])[CH:14]=[C:13]([F:12])[C:18]=1[NH:19][S:20]([CH3:23])(=[O:22])=[O:21] |f:2.3.4|. Reactants: CC1(OC(CC1)(C)C)CO (2,5,5-Trimethyl-2-hydroxymethyl tetrahydrofuran), [H-].[Na+] (sodium hydride), CC1=C(CCl)C=CC=C1 (2-Methylbenzyl chloride). The solvent is C1(=CC=CC=C1)C (toluene). Product: CC1(OC(CC1)(C)C)COCC1=C(C=CC=C1)C (2,5,5-trimethyl-2-(2-methylbenzyloxymethyl) tetrahydrofuran). Yield: 80.0%. As a reaction SMILES: [CH3:1][C:2]1([CH2:9][OH:10])[CH2:6][CH2:5][C:4]([CH3:8])([CH3:7])[O:3]1.[H-].[Na+].[CH3:13][C:14]1[CH:21]=[CH:20][CH:19]=[CH:18][C:15]=1[CH2:16]Cl>C1(C)C=CC=CC=1>[CH3:1][C:2]1([CH2:9][O:10][CH2:13][C:14]2[CH:21]=[CH:20][CH:19]=[CH:18][C:15]=2[CH3:16])[CH2:6][CH2:5][C:4]([CH3:8])([CH3:7])[O:3]1 |f:1.2|. Reported procedure: 2,5,5-Trimethyl-2-hydroxymethyl tetrahydrofuran (1.6 g) was added slowly to a stirred suspension of sodium hydride (0.4 g of 80% dispersion in oil) in dry toluene (55 ml). After the addition the mixture was heated under reflux for 1 hour. 2-Methylbenzyl chloride (1.8 g) was added and the mixture heated under reflux overnight. The cooled mixture was washed with water (x2) and dried and the solvent was removed under reduced pressure. The product was purified by chromatography on silica using methy...